Dataset: the Open Reaction Database (ORD), a public repository of structured organic reaction records. Task: describe an organic reaction: reactants, conditions, products, and yield Starting materials: CN(C(OCC)=O)C (ethyl N,N-dimethylcarbamate), C(C)(C)(C)C1=CC=C(C=C1)C=1C=C(SC1)C (4-[4-(tert-butyl)phenyl]-2-methylthiophene), CN(C)CCN(C)C (TMEDA), [Li]CCCC (BuLi), [NH4+].[Cl-] (NH4Cl). Run in CCOCC (ether), CCOCC (ether), CCCCCC (hexane). Run at temperature -40 celsius. Product: C(C)(C)(C)C1=CC=2C(C=3SC(=CC3C2C=C1)C)=O (6-(tert-butyl)-2-methyl-8H-indeno[2,1-b]thiophen-8-one). As a reaction SMILES: [C:1]([C:5]1[CH:10]=[CH:9][C:8]([C:11]2[CH:12]=[C:13]([CH3:16])[S:14][CH:15]=2)=[CH:7][CH:6]=1)([CH3:4])([CH3:3])[CH3:2].CN(CCN(C)C)C.[Li]CCCC.CN(C)[C:32](=O)[O:33]CC.[NH4+].[Cl-]>CCOCC.CCCCCC>[C:1]([C:5]1[CH:6]=[CH:7][C:8]2[C:11]3[CH:12]=[C:13]([CH3:16])[S:14][C:15]=3[C:32](=[O:33])[C:9]=2[CH:10]=1)([CH3:4])([CH3:3])[CH3:2] |f:4.5|. Procedure details: A solution of 2.23 g (0.01 mol) of 4-[4-(tert-butyl)phenyl]-2-methylthiophene, 2.97 mL (0.02 mol) of TMEDA in 30 mL of ether was treated with 13 mL (0.02 mol) of 1.6M BuLi in hexane under stirring at −40° C. Then the reaction mixture was allowed to warm up to r.t. and stirred for 3 h. The reaction mixture was cooled −40° C. and treated with 1.17 g (0.01 mol) of ethyl N,N-dimethylcarbamate in 10 mL of ether. Then the reaction mixture was allowed to warm up to r.t. and was stirred overnight. Resul... RXN SMILES: [CH2:1]([C:9]1[C:13]([C:14](Cl)=[O:15])=[C:12]([CH3:17])[O:11][N:10]=1)[CH2:2][C:3]1[CH:8]=[CH:7][CH:6]=[CH:5][CH:4]=1.[OH-].[NH4+:19]>C(OCC)C>[CH2:1]([C:9]1[C:13]([C:14]([NH2:19])=[O:15])=[C:12]([CH3:17])[O:11][N:10]=1)[CH2:2][C:3]1[CH:8]=[CH:7][CH:6]=[CH:5][CH:4]=1 |f:1.2|. Reported procedure: A mixture of 24.9 g. (0.10 mole) 3-phenethyl-5-methyl-isoxazole-4-carboxylic acid chloride in 100 ml. diethyl ether is added to 7.7 g. (0.2 mole) of concentrated ammonium hydroxide while maintaining the temperature at 0° to 10° C. The mixture is stirred at room temperature overnight and filtered. The resulting solid is washed with water and dried to give 3-phenethyl-5-methyl-isoxazole-4-carboxamide; m.p. 135° to 136° C. The reactants are C(CC1=CC=CC=C1)C1=NOC(=C1C(=O)Cl)C (3-phenethyl-5-methyl-isoxazole-4-carboxylic acid chloride), [OH-].[NH4+] (ammonium hydroxide). Yields the product C(CC1=CC=CC=C1)C1=NOC(=C1C(=O)N)C (3-phenethyl-5-methyl-isoxazole-4-carboxamide). Run in C(C)OCC (diethyl ether). Reaction conditions: time 8 hour. Reactants: C1OC=2C=C(C=CC2O1)C(=O)NC1(CCCCC1)C(=O)OCC (ethyl 1-[N-(3,4-methylenedioxyphenylcarbonyl)amino]cyclohexanecarboxylate), COC1=CC=C(C=C1)S(=O)(=O)NC1(CCCCC1)C(=O)OCC1=CC=CC=C1 (phenylmethyl 1-[N-(4-methoxybenzenesulfonyl)amino]cyclohexanecarboxylate). Yields the product COC1=CC=C(C=C1)S(=O)(=O)NC1(CCCCC1)C(=O)O (1-[N-(4-methoxybenzenesulfonyl)amino]cyclohexanecarboxylic acid). Isolated yield 57.4%. RXN SMILES: C1OC2C=CC(C(NC3(C(OCC)=O)CCCCC3)=O)=CC=2O1.[CH3:24][O:25][C:26]1[CH:31]=[CH:30][C:29]([S:32]([NH:35][C:36]2([C:42]([O:44]CC3C=CC=CC=3)=[O:43])[CH2:41][CH2:40][CH2:39][CH2:38][CH2:37]2)(=[O:34])=[O:33])=[CH:28][CH:27]=1>>[CH3:24][O:25][C:26]1[CH:31]=[CH:30][C:29]([S:32]([NH:35][C:36]2([C:42]([OH:44])=[O:43])[CH2:41][CH2:40][CH2:39][CH2:38][CH2:37]2)(=[O:34])=[O:33])=[CH:28][CH:27]=1. Procedure: Subsequently, the same procedure as in Reference Example 4 was repeated except that the ethyl 1-[N-(3,4-methylenedioxyphenylcarbonyl)amino]cyclohexanecarboxylate was replaced by 1.0 g (2.5 mmol) of phenylmethyl 1-[N-(4-methoxybenzenesulfonyl)amino]cyclohexanecarboxylate, whereby 450 mg of the captioned 1-[N-(4-methoxybenzenesulfonyl)amino]cyclohexanecarboxylic acid was obtained in a yield of 26%.